describe an organic reaction: reactants, conditions, products, and yield From a dataset of the Open Reaction Database (ORD), a public repository of structured organic reaction records. Reactants: C1CCOC1, O=C(Cl)Oc1ccc([N+](=O)[O-])cc1, NC(=O)Nc1ccccc1. Reaction SMILES: [CH2:24]1[O:25][CH2:26][CH2:27][CH2:28]1.[Cl:11][C:12](=[O:13])[O:14][c:15]1[cH:16][cH:17][c:18]([N+:21](=[O:22])[O-:23])[cH:19][cH:20]1.[c:1]1([NH:7][C:8](=[O:9])[NH2:10])[cH:2][cH:3][cH:4][cH:5][cH:6]1>>[c:1]1([NH:7][C:8](=[O:9])[NH:10][C:12](=[O:13])[O:14][c:15]2[cH:16][cH:17][c:18]([N+:21](=[O:22])[O-:23])[cH:19][cH:20]2)[cH:2][cH:3][cH:4][cH:5][cH:6]1. Yields the product O=C(NC(=O)Oc1ccc([N+](=O)[O-])cc1)Nc1ccccc1. Reactants: O=C=O, COCCN(CCOC)S(F)(F)F, ClCCl, CCCc1c(Cn2ccnc2-c2ncccc2F)ncn2nc(CO)nc12, [Na+], O=C([O-])O. The product is CCCc1c(Cn2ccnc2-c2ncccc2F)ncn2nc(CF)nc12. Reaction SMILES: [C:46](=[O:47])=[O:48].[CH3:28][O:29][CH2:30][CH2:31][N:32]([S:33]([F:34])([F:35])[F:38])[CH2:36][CH2:37][O:39][CH3:40].[Cl:49][CH2:50][Cl:51].[F:1][c:2]1[c:3](-[c:8]2[n:9]([CH2:13][c:14]3[c:15]([CH2:25][CH2:26][CH3:27])[c:16]4[n:17]([cH:18][n:19]3)[n:20][c:21]([CH2:23][OH:24])[n:22]4)[cH:10][cH:11][n:12]2)[n:4][cH:5][cH:6][cH:7]1.[Na+:45].[O-:41][C:42]([OH:43])=[O:44]>>[F:1][c:2]1[c:3](-[c:8]2[n:9]([CH2:13][c:14]3[c:15]([CH2:25][CH2:26][CH3:27])[c:16]4[n:17]([cH:18][n:19]3)[n:20][c:21]([CH2:23][F:38])[n:22]4)[cH:10][cH:11][n:12]2)[n:4][cH:5][cH:6][cH:7]1. Starting materials: [BH4-], CC(C)(C)OC(=O)N1CCc2c(C=O)cccc2C1, CO, [Cl-], [NH4+], [Na+], C1CCOC1, O. Yields the product CC(C)(C)OC(=O)N1CCc2c(CO)cccc2C1. As a reaction SMILES: [BH4-:20].[C:1]([CH3:2])([CH3:3])([CH3:4])[O:5][C:6](=[O:7])[N:8]1[CH2:9][c:10]2[cH:11][cH:12][cH:13][c:14]([CH:18]=[O:19])[c:15]2[CH2:16][CH2:17]1.[CH3:30][OH:31].[Cl-:23].[NH4+:24].[Na+:21].[O:25]1[CH2:26][CH2:27][CH2:28][CH2:29]1.[OH2:22]>>[C:1]([CH3:2])([CH3:3])([CH3:4])[O:5][C:6](=[O:7])[N:8]1[CH2:9][c:10]2[cH:11][cH:12][cH:13][c:14]([CH2:18][OH:19])[c:15]2[CH2:16][CH2:17]1. The reactants are Cl (hydrochloric acid), CC([O-])C.[Al+3].CC([O-])C.CC([O-])C (aluminum isopropoxide), BrC1=C(C=O)C=CC=C1 (2-bromobenzaldehyde), C\C(=C/CO)\CC\C=C(\CCC=C(C)C)/C ((2E,6E)-3,7,11-Trimethyl-2,6,10-dodecatrien-1-ol). Solvent: C1CCCCC1 (cyclohexane), CCCCCC (hexane). Conditions: time 1.5 hour. Product: C\C(=C/C=O)\CC\C=C(\CCC=C(C)C)/C ((2E,6E)-3,7,11-trimethyl-2,6,10-dodecatrien-1-al). Isolated yield 96.0%. Reaction SMILES: [CH3:1]/[C:2](/[CH2:6][CH2:7]/[CH:8]=[C:9](\[CH3:16])/[CH2:10][CH2:11][CH:12]=[C:13]([CH3:15])[CH3:14])=[CH:3]\[CH2:4][OH:5].CC(C)[O-].[Al+3].CC(C)[O-].CC(C)[O-].BrC1C=CC=CC=1C=O.Cl>C1CCCCC1.CCCCCC>[CH3:1]/[C:2](/[CH2:6][CH2:7]/[CH:8]=[C:9](\[CH3:16])/[CH2:10][CH2:11][CH:12]=[C:13]([CH3:15])[CH3:14])=[CH:3]\[CH:4]=[O:5] |f:1.2.3.4|. Reported procedure: (2E,6E)-3,7,11-Trimethyl-2,6,10-dodecatrien-1-ol (266 mg, 1.2 mmol) was dissolved in cyclohexane (1 mL), added with aluminum isopropoxide (24.5 mg, 0.1 eq, 0.12 mmol) and 2-bromobenzaldehyde (289 mg, 1.3 eq, 1.56 mmol) and stirred at room temperature for 1.5 hours. The reaction mixture was added with hexane, then made acidic with addition of 1 N hydrochloric acid and extracted twice with ethyl acetate. Subsequently, the organic layer was washed with saturated brine and dried over magnesium sulfa... Starting materials: COC(=O)c1nc(I)c2cccnc2c1OC(=O)c1ccccc1, N#C[Zn]C#N, CN(C)C=O. Product: COC(=O)c1nc(C#N)c2cccnc2c1OC(=O)c1ccccc1. As a reaction SMILES: [C:1]([c:2]1[cH:3][cH:4][cH:5][cH:6][cH:7]1)(=[O:8])[O:9][c:10]1[c:11]([C:21](=[O:22])[O:23][CH3:24])[n:12][c:13]([I:20])[c:14]2[cH:15][cH:16][cH:17][n:18][c:19]12.[C:25](#[N:26])[Zn:27][C:28]#[N:29].[O:30]=[CH:31][N:32]([CH3:33])[CH3:34]>>[C:1]([c:2]1[cH:3][cH:4][cH:5][cH:6][cH:7]1)(=[O:8])[O:9][c:10]1[c:11]([C:21](=[O:22])[O:23][CH3:24])[n:12][c:13]([C:25]#[N:26])[c:14]2[cH:15][cH:16][cH:17][n:18][c:19]12.